From a dataset of the Open Reaction Database (ORD), a public repository of structured organic reaction records. describe an organic reaction: reactants, conditions, products, and yield Reactants: CN(C)C=O, CCOC(=O)c1ccc(CCl)o1, [H-], [Na+], O, c1ccc(CN2CCC(Cc3nc4ccccc4[nH]3)CC2)cc1. Yields the product CCOC(=O)c1ccc(Cn2c(CC3CCN(Cc4ccccc4)CC3)nc3ccccc32)o1. RXN SMILES: [CH3:1][N:2]([CH3:3])[CH:4]=[O:5].[Cl:31][CH2:32][c:33]1[cH:34][cH:35][c:36]([C:38](=[O:39])[O:40][CH2:41][CH3:42])[o:37]1.[H-:6].[Na+:7].[OH2:43].[c:8]1([CH2:14][N:15]2[CH2:16][CH2:17][CH:18]([CH2:21][c:22]3[n:23][c:24]4[c:25]([nH:26]3)[cH:27][cH:28][cH:29][cH:30]4)[CH2:19][CH2:20]2)[cH:9][cH:10][cH:11][cH:12][cH:13]1>>[c:8]1([CH2:14][N:15]2[CH2:16][CH2:17][CH:18]([CH2:21][c:22]3[n:23]([CH2:32][c:33]4[cH:34][cH:35][c:36]([C:38](=[O:39])[O:40][CH2:41][CH3:42])[o:37]4)[c:24]4[c:25]([n:26]3)[cH:27][cH:28][cH:29][cH:30]4)[CH2:19][CH2:20]2)[cH:9][cH:10][cH:11][cH:12][cH:13]1.